This data is from the Open Reaction Database (ORD), a public repository of structured organic reaction records. The task is: describe an organic reaction: reactants, conditions, products, and yield Reactants: NC1=NOC(=C1)C=1C(NC2=CC=C(C=C2C1C1=CC=CC=C1)Cl)=O (3-(3-amino-isoxazol-5-yl)-6-chloro-4-phenyl-1H-quinolin-2-one), CS(=O)(=O)Cl (methanesulfonyl chloride), C19H14ClN3O4S. Run in N1=CC=CC=C1 (pyridine). Run at temperature 25 celsius, time 3 hour. Product: ClC=1C=C2C(=C(C(NC2=CC1)=O)C1=CC(=NO1)NS(=O)(=O)C)C1=CC=CC=C1 (N-[5-(6-Chloro-2-oxo-4-phenyl-1,2-dihydro-quinolin-3-yl)-isoxazol-3-yl]-methanesulfonamide). Reaction SMILES: [NH2:1][C:2]1[CH:6]=[C:5]([C:7]2[C:8](=[O:24])[NH:9][C:10]3[C:15]([C:16]=2[C:17]2[CH:22]=[CH:21][CH:20]=[CH:19][CH:18]=2)=[CH:14][C:13]([Cl:23])=[CH:12][CH:11]=3)[O:4][N:3]=1.[CH3:25][S:26](Cl)(=[O:28])=[O:27]>N1C=CC=CC=1>[Cl:23][C:13]1[CH:14]=[C:15]2[C:10](=[CH:11][CH:12]=1)[NH:9][C:8](=[O:24])[C:7]([C:5]1[O:4][N:3]=[C:2]([NH:1][S:26]([CH3:25])(=[O:28])=[O:27])[CH:6]=1)=[C:16]2[C:17]1[CH:22]=[CH:21][CH:20]=[CH:19][CH:18]=1. Procedure: A flask charged with 3-(3-amino-isoxazol-5-yl)-6-chloro-4-phenyl-1H-quinolin-2-one (Example 59)(17 mg, 0.050 mmol), methanesulfonyl chloride (7.5 mg, 0.066 mmol), and pyridine (0.2 mL) was stirred at 25° C. for 3 hrs. The reaction was concentrated and the title compound was purified by RP-HPLC, eluting with 40-70% CH3CN in 0.1% TFA/H2O over 10 mins to give 10 mg (50%). 1H NMR (400 MHz, CD3OD) δ 7.52 (dd, 1H), 7.46 (m, 3H), 7.36 (d, 1H), 7.22 (m, 2H), 7.12 (d, 1H), 6.54 (s, 1H), 3.00 (s, 3H). Mas... As a reaction SMILES: [CH3:1][O:2][C:3]1[CH:16]=[CH:15][C:14]([O:17][CH3:18])=[C:13]2[C:4]=1[CH:5]=[C:6]1[C:11](=[CH:12]2)[CH:10]2[O:19][CH:7]1[C:8](=[CH2:21])[C:9]2=[CH2:20].[C:22]([O:26][CH3:27])(=[O:25])[CH:23]=[CH2:24]>>[CH3:27][O:26][C:22]([CH:23]1[CH2:24][CH2:20][C:9]2[CH:10]3[O:19][CH:7]([C:6]4[C:11]3=[CH:12][C:13]3[C:4](=[C:3]([O:2][CH3:1])[CH:16]=[CH:15][C:14]=3[O:17][CH3:18])[CH:5]=4)[C:8]=2[CH2:21]1)=[O:25]. Reactants: COC1=C2C=C3C4C(C(C(C3=CC2=C(C=C1)OC)O4)=C)=C (1,2,3,4-tetrahydro-5,8-dimethoxy-2,3-dimethylene-1,4-epoxyanthracene), C(C=C)(=O)OC (methyl acrylate). Procedure details: In a manner analogous to that described in Example 1, a mixture of 1,2,3,4-tetrahydro-5,8-dimethoxy-2,3-dimethylene-1,4-epoxyanthracene and methyl acrylate was reacted to give 1,2,3,4,5,12-hexahydro-7,10-dimethoxy-5,12-epoxynaphthacene-2-carboxylic acid methyl ester which was converted via 5,12-diacetoxy-1,2,3,4-tetrahydro-7,10-dimethoxy-2-naphthacenecarboxylic acid methyl ester into 5,12-diacetoxy-1,2,3,4,6,11-hexahydro-7,10-dimethoxy-6,11-dioxo-2-naphthacenecarboxylic acid methyl ester. The product is COC(=O)C1CC=2C3C4=CC5=C(C=CC(=C5C=C4C(C2CC1)O3)OC)OC (1,2,3,4,5,12-hexahydro-7,10-dimethoxy-5,12-epoxynaphthacene-2-carboxylic acid methyl ester). Starting materials: BrC=1C=CC2=C(C(C(O2)=O)(C)C)C1 (5-Bromo-3,3-dimethyl-3H-benzofuran-2-one), CC(C)C[AlH]CC(C)C (DIBAL). Solvent: C(Cl)Cl (CH2Cl2). Reaction conditions: temperature -78 celsius, time 1 hour. Product: BrC=1C=CC2=C(C(C(O2)O)(C)C)C1 (5-Bromo-3,3-dimethyl-2,3-dihydro-benzofuran-2-ol). As a reaction SMILES: [Br:1][C:2]1[CH:3]=[CH:4][C:5]2[O:9][C:8](=[O:10])[C:7]([CH3:12])([CH3:11])[C:6]=2[CH:13]=1.CC(C[AlH]CC(C)C)C>C(Cl)Cl>[Br:1][C:2]1[CH:3]=[CH:4][C:5]2[O:9][CH:8]([OH:10])[C:7]([CH3:11])([CH3:12])[C:6]=2[CH:13]=1. Procedure: To a solution of 5-Bromo-3,3-dimethyl-3H-benzofuran-2-one (1.199 g, 5.0 mmol) (described in Step 2 of Example A(68), ), dissolved in anhydrous CH2Cl2 (20 ml), and cooled to −78° C., was added DIBAL (3.67 mL, 5.5 mmol, 1.5M in Toluene). The reaction was stirred for 1 h at this temperature then quenched with 1N HCl until acidic. The resulting mixture was extracted with ether, which was washed with brine, dried with MgSO4, concentrated and purified by silica gel chromatography (gradient elution 5–1...